This data is from the Open Reaction Database (ORD), a public repository of structured organic reaction records. The task is: describe an organic reaction: reactants, conditions, products, and yield Starting materials: CCO, COC(=O)Cc1ccc(C#Cc2ccc(COC3(C)CC3)c(C(C)C)c2)cc1, [Na+], C1CCOC1, [OH-]. The product is CC(C)c1cc(C#Cc2ccc(CC(=O)O)cc2)ccc1COC1(C)CC1. RXN SMILES: [CH3:31][CH2:32][OH:33].[CH:1]([CH3:2])([CH3:3])[c:4]1[cH:5][c:6]([C:16]#[C:17][c:18]2[cH:19][cH:20][c:21]([CH2:24][C:25](=[O:26])[O:27][CH3:28])[cH:22][cH:23]2)[cH:7][cH:8][c:9]1[CH2:10][O:11][C:12]1([CH3:15])[CH2:13][CH2:14]1.[Na+:30].[O:34]1[CH2:35][CH2:36][CH2:37][CH2:38]1.[OH-:29]>>[CH:1]([CH3:2])([CH3:3])[c:4]1[cH:5][c:6]([C:16]#[C:17][c:18]2[cH:19][cH:20][c:21]([CH2:24][C:25](=[O:26])[OH:27])[cH:22][cH:23]2)[cH:7][cH:8][c:9]1[CH2:10][O:11][C:12]1([CH3:15])[CH2:13][CH2:14]1. Starting materials: BrC=1N=C(C(=NC1)N1CCN(CC1)C(=O)OC(C)(C)C)N=C(C)NO (tert-butyl 4-(5-bromo-3-((1-(hydroxyamino)ethylidene)amino)pyrazin-2-yl)piperazine-1-carboxylate), polyphosphoric acid. Solvent: C(=O)(O)[O-].[Na+] (NaHCO3). Conditions: time 1.75 hour. The product is BrC1=CN=C(C=2N1N=C(N2)C)N2CCNCC2 (5-Bromo-2-methyl-8-(piperazin-1-yl)-[1,2,4]triazolo[1,5-a]pyrazine). Yield: 61.2%. As a reaction SMILES: [Br:1][C:2]1[N:3]=[C:4]([N:21]=[C:22]([NH:24]O)[CH3:23])[C:5]([N:8]2[CH2:13][CH2:12][N:11](C(OC(C)(C)C)=O)[CH2:10][CH2:9]2)=[N:6][CH:7]=1>C([O-])(O)=O.[Na+]>[Br:1][C:2]1[N:3]2[N:24]=[C:22]([CH3:23])[N:21]=[C:4]2[C:5]([N:8]2[CH2:13][CH2:12][NH:11][CH2:10][CH2:9]2)=[N:6][CH:7]=1 |f:1.2|. Reported procedure: In a 50 mL round bottom flask, tert-butyl 4-(5-bromo-3-((1-(hydroxyamino)ethylidene)amino)pyrazin-2-yl)piperazine-1-carboxylate (2.3 g, 5.5 mmol) was treated with polyphosphoric acid (10 g) at 50° C. for 1 h then at 75° C. for 1.75 h. Work-up: the mixture was carefully neutralized with saturated aqueous NaHCO3 (300 mL) and extracted with CH2Cl2 (100 mL×3). The combined organic layers were dried over anhydrous Na2SO4 and concentrated in vacuo. The residue was purified by flash column chromatograp... Reactants: BrC1=C(C=CC(=C1)F)F (2-bromo-1,4-difluorobenzene), N#N.C(C)O (nitrogen ethanol), R-(+)-propylene, solution, [Li]C(C)CC (sec-BuLi), C1CCCCC1 (cyclohexane), solution, B(F)(F)F (BF3), C(C)OCC (diethyl ether). The solvent is C1CCOC1 (THF), C1CCOC1 (THF). Reaction conditions: temperature -105 celsius, time 2 hour. The product is FC1=C(C=C(C=C1)F)C[C@@H](C)O ((R)-1-(2,5-difluorophenyl)propan-2-ol). The yield is 62.5%. As a reaction SMILES: Br[C:2]1[CH:7]=[C:6]([F:8])[CH:5]=[CH:4][C:3]=1[F:9].N#N.[CH2:12]([OH:14])[CH3:13].[Li][CH:16](CC)C.C1CCCCC1.B(F)(F)F.C(OCC)C>C1COCC1>[F:9][C:3]1[CH:4]=[CH:5][C:6]([F:8])=[CH:7][C:2]=1[CH2:13][C@H:12]([OH:14])[CH3:16] |f:1.2|. Procedure details: A solution of 2-bromo-1,4-difluorobenzene (3.85 g, 20.0 mmol) in anhydrous THF (100 mL) was stirred to −100° C. (liq. nitrogen/ethanol) under argon gas. Then, 1.6 M solution of sec-BuLi in cyclohexane (14.3 mL, 21.0 mmol) was added dropwise at −100° C.˜−90° C. for 10 min, then a solution of R-(+)-propylene (1.14 g, 1.4 mL, 26.0 mmol) in anhydrous THF (15 mL) was added dropwise at −100° C.˜−90° C. for 2 h, then the mixture was cooled to −105° C. and a 46.5% solution of BF3 in diethyl ether (4.18 ... Reactants: COC1=C(C=CC(=C1)SC)C(C)=O (1-[2-methoxy-4-(methylthio)phenyl]ethanone), [O-]S(=O)[O-].[Na+].[Na+] (Na2SO3), [OH-].[Na+] (Sodiumhydroxide), BrBr (Bromine), Cl (HCl). The solvent is O1CCOCC1 (dioxane), O (water). Run at temperature 0 celsius, time 2.5 hour. Yields the product COC1=C(C(=O)O)C=CC(=C1)SC (2-METHOXY-4-(METHYLTHIO)BENZOIC ACID). Reaction SMILES: [OH-].[Na+].BrBr.[CH3:5][O:6][C:7]1[CH:12]=[C:11]([S:13][CH3:14])[CH:10]=[CH:9][C:8]=1[C:15](=[O:17])C.[O-:18]S([O-])=O.[Na+].[Na+].Cl>O.O1CCOCC1>[CH3:5][O:6][C:7]1[CH:12]=[C:11]([S:13][CH3:14])[CH:10]=[CH:9][C:8]=1[C:15]([OH:17])=[O:18] |f:0.1,4.5.6|. Reported procedure: Sodiumhydroxide (11.0 g, 275 mmol) was dissolved in water (70 ml) and cooled to 0° C. Bromine (3.5 ml, 68.7 mmol) was added, and after 15 min a cold solution of 1-[2-methoxy-4-(methylthio)phenyl]ethanone in dioxane (140 ml) was added dropwise during 20 min. The reaction mixture was stirred at 0° C. for 2.5 h. Na2SO3 (10 g dissolved in 50 ml water) was added and after 10 min the reaction mixture was acidified with an aqueous HCl (10%). The aqueous phase was extracted with EtOAc and the combined o... As a reaction SMILES: [CH:1]1([C:6]([C:8]2([C:11]3[CH:16]=[CH:15][C:14]([Cl:17])=[CH:13][CH:12]=3)[CH2:10][CH2:9]2)=[O:7])[CH2:5][CH2:4][CH2:3][CH2:2]1.[N+:18]([O-])([OH:20])=[O:19]>>[CH:1]1([C:6]([C:8]2([C:11]3[CH:16]=[CH:15][C:14]([Cl:17])=[C:13]([N+:18]([O-:20])=[O:19])[CH:12]=3)[CH2:10][CH2:9]2)=[O:7])[CH2:2][CH2:3][CH2:4][CH2:5]1. Starting materials: C1(CCCC1)C(=O)C1(CC1)C1=CC=C(C=C1)Cl (4-[1-(cyclopentylcarbonyl)cyclopropyl]-chlorobenzene), [N+](=O)(O)[O-] (nitric acid). Product: C1(CCCC1)C(=O)C1(CC1)C1=CC(=C(C=C1)Cl)[N+](=O)[O-] (4-[1-(cyclopentylcarbonyl)cyclopropy]-2-nitro-chlorobenzene). Procedure: Prepared analogously to Example 1a from 4-[1-(cyclopentylcarbonyl)cyclopropyl]-chlorobenzene and fuming nitric acid. Starting materials: ClCC(=O)NC1=CC=C(C=C1)C(C(CC)CC)N1N=CN=C1 ((±)-2-chloro-N-[4-[2-ethyl-1-(1H-1,2,4-triazol-1-yl)butyl]phenyl]acetamide), CN1CCNCC1 (1-methylpiperazine), C(=O)([O-])[O-].[K+].[K+] (K2CO3), CC#N (CH3CN). The solvent is O (water). Yields the product C(C)C(C(N1N=CN=C1)C1=CC=C(C=C1)NC(CN1CCN(CC1)C)=O)CC ((±)-N-[4-[2-ethyl-1-(1H-1,2,4-triazol-1-yl)butyl]phenyl]-4-methyl-1-piperazineacetamide). Isolated yield 35.8%. Reaction SMILES: Cl[CH2:2][C:3]([NH:5][C:6]1[CH:11]=[CH:10][C:9]([CH:12]([N:18]2[CH:22]=[N:21][CH:20]=[N:19]2)[CH:13]([CH2:16][CH3:17])[CH2:14][CH3:15])=[CH:8][CH:7]=1)=[O:4].[CH3:23][N:24]1[CH2:29][CH2:28][NH:27][CH2:26][CH2:25]1.C([O-])([O-])=O.[K+].[K+].CC#N>O>[CH2:14]([CH:13]([CH2:16][CH3:17])[CH:12]([C:9]1[CH:10]=[CH:11][C:6]([NH:5][C:3](=[O:4])[CH2:2][N:27]2[CH2:28][CH2:29][N:24]([CH3:23])[CH2:25][CH2:26]2)=[CH:7][CH:8]=1)[N:18]1[CH:22]=[N:21][CH:20]=[N:19]1)[CH3:15] |f:2.3.4|. Procedure: A mixture of (±)-2-chloro-N-[4-[2-ethyl-1-(1H-1,2,4-triazol-1-yl)butyl]phenyl]acetamide (0.0218 mol), 1-methylpiperazine (0.0436 mol) and K2CO3 (0.0436 mol) in CH3CN (150 mol) was stirred and refluxed for 4 hours. The mixture was cooled, poured out into water and extracted with CH2Cl2. The organic layer was separated, dried, filtered and the solvent was evaporated. The residue (8.13 g) was purified by column chromatography over silica gel (eluent: CH2Cl2/CH3OH/NH4OH 96/410.5). The pure fractions... Starting materials: BrC1=C(C(=O)O)C=CC(=C1)C(=O)O (2-bromoterephthalic acid), CN(C)C=O (DMF), NC1=CC=NN1CC (5-amino-1-ethylpyrazole), C(=O)([O-])[O-].[K+].[K+] (K2CO3). Reagents/catalysts: CC(=O)[O-].CC(=O)[O-].[Cu+2] (Cu(OAc)2). Solvent: O (water), C(C)(=O)O (acetic acid). Reaction conditions: temperature 135 celsius. The product is C(C)N1N=CC=C1NC=1C(C(=O)O)=CC=C(C1)C(=O)O (N-(1-ethylpyrazol-5-yl)-4-carboxyanthranilic acid). The yield is 45.4%. RXN SMILES: Br[C:2]1[CH:10]=[C:9]([C:11]([OH:13])=[O:12])[CH:8]=[CH:7][C:3]=1[C:4]([OH:6])=[O:5].CN(C=O)C.[NH2:19][C:20]1[N:24]([CH2:25][CH3:26])[N:23]=[CH:22][CH:21]=1.C([O-])([O-])=O.[K+].[K+]>CC([O-])=O.CC([O-])=O.[Cu+2].C(O)(=O)C.O>[CH2:25]([N:24]1[C:20]([NH:19][C:2]2[C:3](=[CH:7][CH:8]=[C:9]([C:11]([OH:13])=[O:12])[CH:10]=2)[C:4]([OH:6])=[O:5])=[CH:21][CH:22]=[N:23]1)[CH3:26] |f:3.4.5,6.7.8|. Procedure: A mixture of 2-bromoterephthalic acid (4.8 g, 0.02 mol), DMF (50 ml), Cu(OAc)2 (0.2 g), 5-amino-1-ethylpyrazole (2.22 g, 0.02 mol) and K2CO3 (2.71 g, 0.02 mol) was heated at 135° C. overnight, then at reflux overnight. The reaction mixture was poured into water, acidified with acetic acid and the precipitate which formed was collected by filtration and dried to afford 2.5 g of N-(1-ethylpyrazol-5-yl)-4-carboxyanthranilic acid. The reactants are C(C)(=O)O (acetic acid), C(=O)O (formic acid), methanol ice, C(C)(=O)OC(C)=O (acetic anhydride), CN1CCC(CC1)C1NC2=C(N3C4=C1C=CC=C4CC3)C=CC=C2 (6-(1-methylpiperidin-4-yl)-1,2,6,7-tetrahydrobenzo[b]pyrrolo[3,2,1-jk][1,4]benzodiazepine). The solvent is CO (methanol). Run at time 30 minute. Yields the product C(=O)O.C(=O)N1C2=C(N3C4=C(C1C1CCN(CC1)C)C=CC=C4CC3)C=CC=C2 (7-Formyl-6-(1-methylpiperidin-4-yl)-1,2,6,7-tetrahydrobenzo[b]pyrrolo[3,2,1-jk][1,4]benzodiazepine formate). RXN SMILES: [C:1]([OH:4])(=[O:3])C.[CH:5]([OH:7])=O.C(OC(=O)C)(=O)C.[CH3:15][N:16]1[CH2:21][CH2:20][CH:19]([CH:22]2[C:28]3[CH:29]=[CH:30][CH:31]=[C:32]4[CH2:33][CH2:34][N:26]([C:27]=34)[C:25]3[CH:35]=[CH:36][CH:37]=[CH:38][C:24]=3[NH:23]2)[CH2:18][CH2:17]1>CO>[CH:1]([OH:4])=[O:3].[CH:5]([N:23]1[CH:22]([CH:19]2[CH2:20][CH2:21][N:16]([CH3:15])[CH2:17][CH2:18]2)[C:28]2[CH:29]=[CH:30][CH:31]=[C:32]3[CH2:33][CH2:34][N:26]([C:27]=23)[C:25]2[CH:35]=[CH:36][CH:37]=[CH:38][C:24]1=2)=[O:7] |f:5.6|. Reported procedure: A solution of acetic acid (14.1 ml) and formic acid (14.8 ml) was prepared at -10° C. (methanol-ice) over a period of 1.5 hours. This solution, the mixed formic/acetic anhydride reagent, was added to 6-(1-methylpiperidin-4-yl)-1,2,6,7-tetrahydrobenzo[b]pyrrolo[3,2,1-jk][1,4]benzodiazepine (16 gm) at room temperature in one portion. The mixture was stirred for 30 minutes. The resulting solution was treated with methanol (30 ml) and concentrated to an oil. Reactants: COC1=NN(C2=CC(=CC=C12)[N+](=O)[O-])CC1=C(C=C(C(=O)OC)C=C1)OC (methyl 4-[3-methoxy-6-nitroindazol-1-ylmethyl]-3-methoxybenzoate). Reagents/catalysts: [Pd] (Palladium-on-carbon). The solvent is C(C)(=O)OCC (ethyl acetate). Reaction conditions: time 3 hour. Yields the product NC1=CC=C2C(=NN(C2=C1)CC1=C(C=C(C(=O)OC)C=C1)OC)OC (methyl 4-[6-amino-3-methoxyindazol-1-ylmethyl]-3-methoxybenzoate). Isolated yield 34.0%. RXN SMILES: [CH3:1][O:2][C:3]1[C:11]2[C:6](=[CH:7][C:8]([N+:12]([O-])=O)=[CH:9][CH:10]=2)[N:5]([CH2:15][C:16]2[CH:25]=[CH:24][C:19]([C:20]([O:22][CH3:23])=[O:21])=[CH:18][C:17]=2[O:26][CH3:27])[N:4]=1>C(OCC)(=O)C.[Pd]>[NH2:12][C:8]1[CH:7]=[C:6]2[C:11]([C:3]([O:2][CH3:1])=[N:4][N:5]2[CH2:15][C:16]2[CH:25]=[CH:24][C:19]([C:20]([O:22][CH3:23])=[O:21])=[CH:18][C:17]=2[O:26][CH3:27])=[CH:10][CH:9]=1. Procedure details: Palladium-on-carbon (5% w/w, 0.24 g.) was added to a solution of indazole (U) (0.48 g.) in ethyl acetate (25 ml.). The mixture was hydrogenated at 1.1 bars for 3 hours. The catalyst was removed by filtration through diatomaceous earth, and the filtrate evaporated. The residue was recrystallized from a hot ethyl acetate/petroleum ether mixture to give methyl 4-(6-amino-3-methoxyindazol-1-ylmethyl)-3-methoxybenzoate (S) (0.15 g., 34%), as a pale-yellow solid, m.p. 188°-193° C. The reactants are COc1ccc2c(Cc3c(Cl)cncc3Cl)nnc(Br)c2c1, CC(=O)[O-], CC(=O)[O-], C1CCOC1, [Pd+2], [Li]c1ccccc1, c1ccc(P(c2ccccc2)c2ccccc2)cc1. Product: COc1ccc2c(Cc3c(Cl)cncc3Cl)nnc(-c3ccccc3)c2c1. As a reaction SMILES: [Br:8][c:9]1[n:10][n:11][c:12]([CH2:21][c:22]2[c:23]([Cl:29])[cH:24][n:25][cH:26][c:27]2[Cl:28])[c:13]2[cH:14][cH:15][c:16]([O:19][CH3:20])[cH:17][c:18]12.[C:54]([O-:55])(=[O:56])[CH3:57].[C:59]([O-:60])(=[O:61])[CH3:62].[CH2:49]1[O:50][CH2:51][CH2:52][CH2:53]1.[Pd+2:58].[c:1]1([Li:7])[cH:2][cH:3][cH:4][cH:5][cH:6]1.[c:30]1([P:31]([c:32]2[cH:33][cH:34][cH:35][cH:36][cH:37]2)[c:38]2[cH:39][cH:40][cH:41][cH:42][cH:43]2)[cH:44][cH:45][cH:46][cH:47][cH:48]1>>[c:1]1(-[c:9]2[n:10][n:11][c:12]([CH2:21][c:22]3[c:23]([Cl:29])[cH:24][n:25][cH:26][c:27]3[Cl:28])[c:13]3[cH:14][cH:15][c:16]([O:19][CH3:20])[cH:17][c:18]23)[cH:2][cH:3][cH:4][cH:5][cH:6]1.